This data is from the Open Reaction Database (ORD), a public repository of structured organic reaction records. The task is: describe an organic reaction: reactants, conditions, products, and yield Starting materials: COC1=NC=C(C=N1)B(O)O (2-methoxypyrimidin-5-ylboronic acid), C(=O)([O-])[O-].[Na+].[Na+] (Na2CO3), BrC1=CC=C(C=C1)CCNC(=O)C=1C=CC=2C[C@@H]3[C@@]4(CCC(C[C@@]4(C2C1O)CCN3C)=O)O (N-[2-(4-bromophenyl)ethyl]-4,14-dihydroxy-17-methyl-6-oxomorphinan-3-carboxamide), C(C)O (ethanol). The reagents and catalysts are C=1C=CC(=CC1)[P](C=2C=CC=CC2)(C=3C=CC=CC3)[Pd]([P](C=4C=CC=CC4)(C=5C=CC=CC5)C=6C=CC=CC6)([P](C=7C=CC=CC7)(C=8C=CC=CC8)C=9C=CC=CC9)[P](C=1C=CC=CC1)(C=1C=CC=CC1)C=1C=CC=CC1 (Pd(PPh3)4). The solvent is C(C)(=O)OCC (ethyl acetate), O (water). Reaction conditions: temperature 120 celsius. Product: OC1=C(C=CC=2C[C@@H]3[C@@]4(CCC(C[C@@]4(C12)CCN3C)=O)O)C(=O)NCCC3=CC=C(C=C3)C=3C=NC(=NC3)OC (4,14-dihydroxy-N-{2-[4-(2-methoxypyrimidin-5-yl)phenyl]ethyl}-17-methyl-6-oxomorphinan-3-carboxamide). Isolated yield 31.8%. RXN SMILES: C(O)C.[CH3:4][O:5][C:6]1[N:11]=[CH:10][C:9](B(O)O)=[CH:8][N:7]=1.C([O-])([O-])=O.[Na+].[Na+].Br[C:22]1[CH:27]=[CH:26][C:25]([CH2:28][CH2:29][NH:30][C:31]([C:33]2[CH:34]=[CH:35][C:36]3[CH2:37][C@H:38]4[N:50]([CH3:51])[CH2:49][CH2:48][C@@:44]5([C:45]=3[C:46]=2[OH:47])[C@@:39]4([OH:53])[CH2:40][CH2:41][C:42](=[O:52])[CH2:43]5)=[O:32])=[CH:24][CH:23]=1>C(OCC)(=O)C.C1C=CC([P]([Pd]([P](C2C=CC=CC=2)(C2C=CC=CC=2)C2C=CC=CC=2)([P](C2C=CC=CC=2)(C2C=CC=CC=2)C2C=CC=CC=2)[P](C2C=CC=CC=2)(C2C=CC=CC=2)C2C=CC=CC=2)(C2C=CC=CC=2)C2C=CC=CC=2)=CC=1.O>[OH:47][C:46]1[C:45]2[C@:44]34[CH2:48][CH2:49][N:50]([CH3:51])[C@@H:38]([C@:39]3([OH:53])[CH2:40][CH2:41][C:42](=[O:52])[CH2:43]4)[CH2:37][C:36]=2[CH:35]=[CH:34][C:33]=1[C:31]([NH:30][CH2:29][CH2:28][C:25]1[CH:24]=[CH:23][C:22]([C:9]2[CH:8]=[N:7][C:6]([O:5][CH3:4])=[N:11][CH:10]=2)=[CH:27][CH:26]=1)=[O:32] |f:2.3.4,^1:63,65,84,103|. Procedure: To a degassed mixture of ethanol and water (4:1, 20 mL) was added 2-methoxypyrimidin-5-ylboronic acid (0.67 g, 4.4 mmol), Na2CO3 (1.24 g, 11.7 mmol) and N-[2-(4-bromophenyl)ethyl]-4,14-dihydroxy-17-methyl-6-oxomorphinan-3-carboxamide (2) (1.5 g, 2.9 mmol). The reaction mixture was further degassed and then Pd(PPh3)4 (0.32 g, 0.3 mmol) added. The reaction mixture was heated in a microwave reactor at 120° C. for 25 min. and cooled. The reaction mixture was diluted with ethyl acetate (50 mL) and wa...